describe an organic reaction: reactants, conditions, products, and yield From a dataset of the Open Reaction Database (ORD), a public repository of structured organic reaction records. The reactants are C(C(C)C)(=O)Cl (isobutyryl chloride), C(C#C)OC1OCCCC1 (3,4,5,6-tetrahydro-2-(2-propynyloxy)-2H-pyran). The product is CC(C(C#CCOC1OCCCC1)=O)C (5-Methyl-1-((3,4,5,6-tetrahydro-2H-pyran-2-yl)oxy)-2-hexyn-4-one). RXN SMILES: [C:1](Cl)(=[O:5])[CH:2]([CH3:4])[CH3:3].[CH2:7]([O:10][CH:11]1[CH2:16][CH2:15][CH2:14][CH2:13][O:12]1)[C:8]#[CH:9]>>[CH3:3][CH:2]([CH3:4])[C:1](=[O:5])[C:9]#[C:8][CH2:7][O:10][CH:11]1[CH2:16][CH2:15][CH2:14][CH2:13][O:12]1. Reported procedure: The desired compound was prepared from isobutyryl chloride and 3,4,5,6-tetrahydro-2-(2-propynyloxy)-2H-pyran by analogy to the procedure of Tohda, et. al. (Synthesis, 777 (1977)). The reactants are three, BrC=1C(=CC2=C3C1C=CC=C3C(C=3C=CC=CC23)=O)OC(CC(C)C)CC(C)C (3-bromo-2-(1-isobutyl-3-methylbutoxy)-7H-benzo[de]anthracene-7-one), C([O-])([O-])=O.[Na+].[Na+] (sodium carbonate), NC1=C(C=CC=C1)S (2-aminothiophenol), CN(C)C=O (DMF). Solvent: O (water). Reaction conditions: temperature 125 celsius. The product is NC1=C(C=CC=C1)SC=1C(=CC2=C3C1C=CC=C3C(C=3C=CC=CC23)=O)OC(CC(C)C)CC(C)C (3-[(2-aminophenyl)thio]-2-(1-isobutyl-3-methylbutoxy)-7H-benzo[de]anthracene-7-one). Reaction SMILES: Br[C:2]1[C:3]([O:20][CH:21]([CH2:26][CH:27]([CH3:29])[CH3:28])[CH2:22][CH:23]([CH3:25])[CH3:24])=[CH:4][C:5]2[C:18]3[CH:17]=[CH:16][CH:15]=[CH:14][C:13]=3[C:12](=[O:19])[C:11]3[C:6]=2[C:7]=1[CH:8]=[CH:9][CH:10]=3.C(=O)([O-])[O-].[Na+].[Na+].[NH2:36][C:37]1[CH:42]=[CH:41][CH:40]=[CH:39][C:38]=1[SH:43].CN(C=O)C>O>[NH2:36][C:37]1[CH:42]=[CH:41][CH:40]=[CH:39][C:38]=1[S:43][C:2]1[C:3]([O:20][CH:21]([CH2:26][CH:27]([CH3:29])[CH3:28])[CH2:22][CH:23]([CH3:25])[CH3:24])=[CH:4][C:5]2[C:18]3[CH:17]=[CH:16][CH:15]=[CH:14][C:13]=3[C:12](=[O:19])[C:11]3[C:6]=2[C:7]=1[CH:8]=[CH:9][CH:10]=3 |f:1.2.3|. Procedure: A 500 ml three neck round bottom flask was equipped with a mechanical stirrer, heating mantle and condenser. To the flask was added 52.5 g (0.11 mole) of 3-bromo-2-(1-isobutyl-3-methylbutoxy)-7H-benzo[de]anthracene-7-one (4), 9.2 g (0.087 mole) sodium carbonate, 16.0 g (0.13 mole) 2-aminothiophenol and 170 g DMF. The mixture was agitated well and heated at 120-130° C. for three hours. The reaction was cooled to 25° C. and 300 g water was added. The reaction mixture was extracted twice with 250 g... Reactants: ClCCCCC1CN(C(O1)=O)C (5-(4-chlorobutyl)-3-methyl-2-oxazolidinone), N1=C(C=CC=C1)N1CCNCC1 (1-(2-pyridinyl)piperazine), C([O-])([O-])=O.[K+].[K+] (potassium carbonate). Solvent: C(CCC)O (1-butanol). Yields the product CN1C(OC(C1)CCCCN1CCN(CC1)C1=NC=CC=C1)=O (3-Methyl-5-[4-[4-(2-pyridinyl)-1-piperazinyl]butyl]-2-oxazolidinone), solid. The yield is 41.0%. Reaction SMILES: Cl[CH2:2][CH2:3][CH2:4][CH2:5][CH:6]1[O:10][C:9](=[O:11])[N:8]([CH3:12])[CH2:7]1.[N:13]1[CH:18]=[CH:17][CH:16]=[CH:15][C:14]=1[N:19]1[CH2:24][CH2:23][NH:22][CH2:21][CH2:20]1.C(=O)([O-])[O-].[K+].[K+]>C(O)CCC>[CH3:12][N:8]1[CH2:7][CH:6]([CH2:5][CH2:4][CH2:3][CH2:2][N:22]2[CH2:23][CH2:24][N:19]([C:14]3[CH:15]=[CH:16][CH:17]=[CH:18][N:13]=3)[CH2:20][CH2:21]2)[O:10][C:9]1=[O:11] |f:2.3.4|. Reported procedure: Following the procedure of Example 1, the title compound is prepared from a mixture of 5-(4-chlorobutyl)-3-methyl-2-oxazolidinone (5.0 g, 0.0262 mol), 1-(2-pyridinyl)piperazine (4.56 g, 0.0279 mol) and potassium carbonate (8.5 g, 0.0614 mol) in 1-butanol (50 ml) to obtain 3.4 g (41% yield) of solid. Recrystallization from ethyl acetate/petroleum ether followed by drying in vacuo gave 1.46 g of the title compound, mp 69°-72° C. Reactants: Polystyrene, crude material, ClC=1C(=C(C=CC1C#N)N[C@@H](C(=O)NNC(C1=CC=CC=C1)=O)[C@H](C)O)C (N′-((2R,3S)-2-(3-chloro-4-cyano-2-methylphenylamino)-3-hydroxybutanoyl)benzohydrazide), ClC=1C(=C(C=CC1C#N)N[C@@H](C(=O)NNC(C1=CC=CC=C1)=O)[C@H](C)O)C (N′-((2R,3S)-2-(3-chloro-4-cyano-2-methylphenylamino)-3-hydroxybutanoyl)benzohydrazide), 2-tert-butylamino-2-diethylamino-1,3-dimethylperhydro-1,3,2-diazophosphorine, C1(=CC=C(C=C1)S(=O)(=O)Cl)C (para-toluenesulfonyl chloride), CCN(CC)P1(=NC(C)(C)C)N(CCCN1C)C (BEMP). Solvent: C1CCOC1 (THF). Product: ClC1=C(C#N)C=CC(=C1C)N[C@H]([C@H](C)O)C=1OC(=NN1)C1=CC=CC=C1 (2-chloro-4-((1R,2S)-2-hydroxy-1-(5-phenyl-1,3,4-oxadiazol-2-yl)propylamino)-3-methylbenzonitrile). Isolated yield 25.6%. As a reaction SMILES: [Cl:1][C:2]1[C:3]([CH3:27])=[C:4]([NH:10][C@H:11]([C@@H:24]([OH:26])[CH3:25])[C:12]([NH:14][NH:15][C:16](=[O:23])[C:17]2[CH:22]=[CH:21][CH:20]=[CH:19][CH:18]=2)=O)[CH:5]=[CH:6][C:7]=1[C:8]#[N:9].CCN(P1(N(C)CCCN1C)=NC(C)(C)C)CC.C1(C)C=CC(S(Cl)(=O)=O)=CC=1>C1COCC1>[Cl:1][C:2]1[C:3]([CH3:27])=[C:4]([NH:10][C@@H:11]([C:12]2[O:23][C:16]([C:17]3[CH:22]=[CH:21][CH:20]=[CH:19][CH:18]=3)=[N:15][N:14]=2)[C@@H:24]([OH:26])[CH3:25])[CH:5]=[CH:6][C:7]=1[C:8]#[N:9]. Reported procedure: The crude material from the reaction above N′-((2R,3S)-2-(3-chloro-4-cyano-2-methylphenylamino)-3-hydroxybutanoyl)benzohydrazide (intermediate 1b) (20.46 g, 52.89 mmol) was added to THF (800 mL) stirred at room temperature. Polystyrene fixed (2-tert-butylamino-2-diethylamino-1,3-dimethylperhydro-1,3,2-diazophosphorine) PS-BEMP (72.12 g, 158.67 mmol base, 2.2 mmol loading per gram base, Aldrich Chemical Company) was added to the solution followed by slow addition of para-toluenesulfonyl chloride ...